The task is: describe an organic reaction: reactants, conditions, products, and yield. This data is from the Open Reaction Database (ORD), a public repository of structured organic reaction records. Starting materials: COC1=CC=C(C=C1)CC#N (p-methoxyphenylacetonitrile), C1(CCCCC1)C=O (cyclohexane-carboxaldehyde). Yields the product C1(CCCCC1)C(C(C#N)C1=CC=C(C=C1)OC)O ((2RS,3SR)-3-cyclohexyl-3-hydroxy-2-(4'-methoxyphenyl)-propionitrile). The yield is 68.0%. RXN SMILES: [CH3:1][O:2][C:3]1[CH:8]=[CH:7][C:6]([CH2:9][C:10]#[N:11])=[CH:5][CH:4]=1.[CH:12]1([CH:18]=[O:19])[CH2:17][CH2:16][CH2:15][CH2:14][CH2:13]1>>[CH:12]1([CH:18]([OH:19])[CH:9]([C:6]2[CH:7]=[CH:8][C:3]([O:2][CH3:1])=[CH:4][CH:5]=2)[C:10]#[N:11])[CH2:17][CH2:16][CH2:15][CH2:14][CH2:13]1. Procedure: Reaction of p-methoxyphenylacetonitrile and cyclohexane-carboxaldehyde on a 20 mmol scale according to the procedure in Example 1, and two successive recrystallizations from chloroform/hexane gave 3.51 g of the desired anti-aldol product (68%), mp: 112.0-113.2° C. NMR (1H, 13C), IR, and Mass spectra were consistent with the assigned structure. Analysis: Calcd for C16H21NO2 : C, 74.10; H, 8.16; N, 5.40. Found: C, 74.25; H, 8.15; N, 5.39. Reactants: C([O-])(O)=O.[Na+] (sodium bicarbonate), C(C)(=O)N1C2=C(N3C4=C(C1CCCN(C)C)C=CC=C4CC3)C=CC=C2 (7-acetyl-N,N-dimethyl-1,2,6,7-tetrahydrobenzo[b]pyrrolo[3,2,1-jk][1,4]benzodiazepine-6-propanamine), ClC(=O)OCC (ethyl chloroformate), ClC(=O)OCC (ethyl chloroformate), ClC(=O)OCC (ethyl chloroformate), ClC(=O)OCC (ethyl chloroformate). Solvent: O (water), C1=CC=CC=C1 (benzene), ClCCl (dichloromethane). Reaction conditions: time 2 hour. Yields the product C(C)OC(N(C)CCCC1N(C2=C(N3C4=C1C=CC=C4CC3)C=CC=C2)C(C)=O)=O (N-[3-[7-Acetyl-1,2,6,7-tetrahydrobenzo[b]pyrrolo[3,2,1-jk][1,4]-benzodiazepine-6-yl]propyl]-N-methylcarbamic Acid ethyl Ester). As a reaction SMILES: C(=O)(O)[O-].[Na+].[C:6]([N:9]1[CH:15]([CH2:16][CH2:17][CH2:18][N:19](C)[CH3:20])[C:14]2[CH:22]=[CH:23][CH:24]=[C:25]3[CH2:26][CH2:27][N:12]([C:13]=23)[C:11]2[CH:28]=[CH:29][CH:30]=[CH:31][C:10]1=2)(=[O:8])[CH3:7].Cl[C:33]([O:35][CH2:36][CH3:37])=[O:34]>C1C=CC=CC=1.O.ClCCl>[CH2:36]([O:35][C:33](=[O:34])[N:19]([CH2:18][CH2:17][CH2:16][CH:15]1[C:14]2[CH:22]=[CH:23][CH:24]=[C:25]3[CH2:26][CH2:27][N:12]([C:13]=23)[C:11]2[CH:28]=[CH:29][CH:30]=[CH:31][C:10]=2[N:9]1[C:6](=[O:8])[CH3:7])[CH3:20])[CH3:37] |f:0.1|. Procedure details: A stirred suspension of 27.64 g of powdered anhydrous sodium bicarbonate in 415 ml of benzene containing 23.0 g of 7-acetyl-N,N-dimethyl-1,2,6,7-tetrahydrobenzo[b]pyrrolo[3,2,1-jk][1,4]benzodiazepine-6-propanamine was treated with 19.0 ml of ethyl chloroformate. After an overnight reflux under nitrogen, 6.3 ml more of ethyl chloroformate was added, and reflux continued another 2 hours. TLC still showed the presence of the starting material at this point, and a further addition of 6.3 ml of ethyl...